Dataset: the Open Reaction Database (ORD), a public repository of structured organic reaction records. Task: describe an organic reaction: reactants, conditions, products, and yield Reactants: Cc1ccccc1C(=O)Cl, Nc1ccc(C(=O)N2CCCC(=O)c3cc(Cl)ccc32)cn1, O, c1ccncc1. Product: Cc1ccccc1C(=O)Nc1ccc(C(=O)N2CCCC(=O)c3cc(Cl)ccc32)cn1. RXN SMILES: [CH3:23][c:24]1[c:25]([C:26](=[O:27])[Cl:28])[cH:29][cH:30][cH:31][cH:32]1.[Cl:1][c:2]1[cH:3][cH:4][c:5]2[c:6]([cH:22]1)[C:7](=[O:21])[CH2:8][CH2:9][CH2:10][N:11]2[C:12]([c:13]1[cH:14][n:15][c:16]([NH2:19])[cH:17][cH:18]1)=[O:20].[OH2:33].[cH:34]1[cH:35][cH:36][n:37][cH:38][cH:39]1>>[Cl:1][c:2]1[cH:3][cH:4][c:5]2[c:6]([cH:22]1)[C:7](=[O:21])[CH2:8][CH2:9][CH2:10][N:11]2[C:12]([c:13]1[cH:14][n:15][c:16]([NH:19][C:26]([c:25]2[c:24]([CH3:23])[cH:32][cH:31][cH:30][cH:29]2)=[O:27])[cH:17][cH:18]1)=[O:20]. Starting materials: C(C=C)OC(C1=CC(=C(C=C1)N(CC1=CC=C(C=C1)OC(F)(F)F)C(=O)OC(C)(C)C)NC(COC1=CC=CC=C1)=O)=O (4-[tert-butoxycarbonyl-(4-trifluoromethoxy-benzyl)-amino]-3-(2-phenoxy-acetylamino)-benzoic acid allyl ester), Cl (HCl). Solvent: CO (methanol), O1CCOCC1 (dioxan). Run at temperature 40 celsius, time 16 hour. The product is C(C=C)OC(=O)C1=CC2=C(N(C(=N2)COC2=CC=CC=C2)CC2=CC=C(C=C2)OC)C=C1 (1-(4-Methoxy-benzyl)-2-phenoxymethyl-1H-benzoimidazole-5-carboxylic acid allyl ester). Reaction SMILES: [CH2:1]([O:4][C:5](=[O:43])[C:6]1[CH:11]=[CH:10][C:9]([N:12](C(OC(C)(C)C)=O)[CH2:13][C:14]2[CH:19]=[CH:18][C:17]([O:20][C:21](F)(F)F)=[CH:16][CH:15]=2)=[C:8]([NH:32][C:33](=O)[CH2:34][O:35][C:36]2[CH:41]=[CH:40][CH:39]=[CH:38][CH:37]=2)[CH:7]=1)[CH:2]=[CH2:3].Cl>CO.O1CCOCC1>[CH2:1]([O:4][C:5]([C:6]1[CH:11]=[CH:10][C:9]2[N:12]([CH2:13][C:14]3[CH:19]=[CH:18][C:17]([O:20][CH3:21])=[CH:16][CH:15]=3)[C:33]([CH2:34][O:35][C:36]3[CH:37]=[CH:38][CH:39]=[CH:40][CH:41]=3)=[N:32][C:8]=2[CH:7]=1)=[O:43])[CH:2]=[CH2:3]. Procedure details: Crude 4-[tert-butoxycarbonyl-(4-trifluoromethoxy-benzyl)-amino]-3-(2-phenoxy-acetylamino)-benzoic acid allyl ester was dissolved in methanol and 4N HCl in dioxan added. The reaction was stirred at 40° C. for 16 h. The crude material was purified via reversed phase preparative HPLC. MS(ISP): 483.3 (M+H)+. Starting materials: ClS(=O)(=O)C=1C=C(C(=O)OC)C=CC1OC (methyl 3-(chlorosulfonyl)-4-methoxybenzoate), N1=CC=CC=C1 (pyridine), N1CCOCC1 (morpholine). Solvent: C(Cl)Cl (CH2Cl2), CCOC(=O)C (EtOAc). Conditions: time 30 minute. The product is COC1=C(C=C(C(=O)OC)C=C1)S(=O)(=O)N1CCOCC1 (methyl 4-methoxy-3-(morpholinosulfonyl)benzoate). Yield: 80.9%. RXN SMILES: Cl[S:2]([C:5]1[CH:6]=[C:7]([CH:12]=[CH:13][C:14]=1[O:15][CH3:16])[C:8]([O:10][CH3:11])=[O:9])(=[O:4])=[O:3].N1C=CC=CC=1.[NH:23]1[CH2:28][CH2:27][O:26][CH2:25][CH2:24]1>C(Cl)Cl.CCOC(C)=O>[CH3:16][O:15][C:14]1[CH:13]=[CH:12][C:7]([C:8]([O:10][CH3:11])=[O:9])=[CH:6][C:5]=1[S:2]([N:23]1[CH2:28][CH2:27][O:26][CH2:25][CH2:24]1)(=[O:4])=[O:3]. Procedure: To a solution of methyl 3-(chlorosulfonyl)-4-methoxybenzoate 40 (1.002 g, 3.8 mmol) in CH2Cl2 (20 mL) at 0° C. was added pyridine (0.46 mL, 6 mmol) and morpholine (0.395 mL, 5 mmol). The reaction mixture was warmed to room temperature, stirred for 30 min, and diluted with EtOAc. The organic phase was washed with NaHCO3 (1×), brine (1×), dried over MgSO4, filtered, and concentrated in vacuo. Purification by flash column chromatography on silica gel (eluted with 0% to 20% EtOAc in CH2Cl2) gave met... Starting materials: Brc1ccccc1, CC(=O)[O-], CC(=O)[O-], CC(C)(C)[O-], [Na+], [Pd+2], CC(C)(C)P(C(C)(C)C)C1(C)CC1(c1ccccc1)c1ccccc1, Cc1ccccc1C, c1ccc2c(c1)[nH]c1ccccc12. The product is c1ccc(-n2c3ccccc3c3ccccc32)cc1. Reaction SMILES: [Br:20][c:21]1[cH:22][cH:23][cH:24][cH:25][cH:26]1.[C:60]([O-:61])(=[O:62])[CH3:63].[C:65]([O-:66])(=[O:67])[CH3:68].[CH3:14][C:15]([CH3:16])([O-:17])[CH3:18].[Na+:19].[Pd+2:64].[c:27]1([C:28]2([c:29]3[cH:30][cH:31][cH:32][cH:33][cH:34]3)[CH2:35][C:36]2([P:37]([C:38]([CH3:39])([CH3:40])[CH3:41])[C:42]([CH3:43])([CH3:44])[CH3:45])[CH3:46])[cH:47][cH:48][cH:49][cH:50][cH:51]1.[c:52]1([CH3:53])[c:54]([CH3:55])[cH:56][cH:57][cH:58][cH:59]1.[cH:1]1[cH:2][cH:3][cH:4][c:5]2[c:6]3[cH:7][cH:8][cH:9][cH:10][c:11]3[nH:12][c:13]12>>[cH:1]1[cH:2][cH:3][cH:4][c:5]2[c:6]3[cH:7][cH:8][cH:9][cH:10][c:11]3[n:12](-[c:21]3[cH:22][cH:23][cH:24][cH:25][cH:26]3)[c:13]12. Starting materials: C[Si](C)(C)[N-][Si](C)(C)C.[Li+] (lithium bis(trimethylsilyl)amide), BrC1=CC=C(C=C1)CC(=O)O (4-bromophenylacetic acid), C(C=C)Br (allyl bromide). Solvent: C1CCOC1 (THF). Run at temperature 0 celsius, time 2 hour. Yields the product BrC1=CC=C(C=C1)C(C(=O)O)CC=C (2-(4-Bromophenyl)-4-pentenoic Acid). As a reaction SMILES: [Br:1][C:2]1[CH:7]=[CH:6][C:5]([CH2:8][C:9]([OH:11])=[O:10])=[CH:4][CH:3]=1.C[Si]([N-][Si](C)(C)C)(C)C.[Li+].[CH2:22](Br)[CH:23]=[CH2:24]>C1COCC1>[Br:1][C:2]1[CH:3]=[CH:4][C:5]([CH:8]([CH2:24][CH:23]=[CH2:22])[C:9]([OH:11])=[O:10])=[CH:6][CH:7]=1 |f:1.2|. Procedure: A solution of 4-bromophenylacetic acid (12.0 g) of Formula XIII-A in 450 ml of anhydrous THF is cooled to 0° C. via an ice bath. The solution is treated with lithium bis(trimethylsilyl)amide (LiHMDS, 1.0M in THF, 112 ml) which initially results in a light yellow slurry which becomes an orange homogeneous solution. The solution is stirred at 0° C. for 2 hrs followed by warming to room temperature. The solution is recooled to 0° C. and is treated dropwise with allyl bromide (5.0 ml). The mixture i... Starting materials: [Li]CCCC (n-BuLi), solution, CN(C)C=O (DMF), C1(CC1)C1=CC=C(C=O)C=C1 (4-cyclopropyl benzaldehyde), BrC1=CC=C(C=C1)C1(CCC1)F (1-bromo-4-(1-fluoro-cyclobutyl)-benzene), CCCCCC (hexane). Yields the product FC1(CCC1)C1=CC=C(C=O)C=C1 (4-(1-Fluoro-cyclobutyl)-benzaldehyde), crude product. Yield: 96.0%. RXN SMILES: C1(C2C=CC([CH:8]=[O:9])=CC=2)CC1.Br[C:13]1[CH:18]=[CH:17][C:16]([C:19]2([F:23])[CH2:22][CH2:21][CH2:20]2)=[CH:15][CH:14]=1.[Li]CCCC.CCCCCC.CN(C=O)C>>[F:23][C:19]1([C:16]2[CH:17]=[CH:18][C:13]([CH:8]=[O:9])=[CH:14][CH:15]=2)[CH2:22][CH2:21][CH2:20]1. Procedure details: The title compound was synthesized in analogy to 4-cyclopropyl benzaldehyde (described in example S1-A) using 1.64 g of 1-bromo-4-(1-fluoro-cyclobutyl)-benzene (7.16 mmol), 4.92 ml of a 1.6 molar solution of n-BuLi in hexane (7.87 mmol) and 1.1 ml of DMF (14.32 mmol). 4-(1-Fluoro-cyclobutyl)-benzaldehyde was isolated as crude product as a light yellow liquid (1.23 g, 96%). 1H NMR (CDCl3, 300 MHz): δ 1.84 (m, 1H), 2.15 (m, 1H), 2.49-2.81 (m, 5H), 7.63 (d, J=8 Hz, 2H), 7.92 (d, J=8 Hz, 2H), 10.03 ... The reactants are ClC=1NC2=CC=CC=C2C1C=O (2-Chloro-1H-indole-3-carboxaldehyde), C(C)OC1=CC=C(C=C1)B(O)O (4-ethoxyphenylboronic acid). The product is ClC=1N(C2=CC=CC=C2C1C=O)C1=CC=C(C=C1)OCC (2-chloro-1-(4-ethoxyphenyl)-1H-indole-3-carboxaldehyde). Isolated yield 37.0%. Reaction SMILES: [Cl:1][C:2]1[NH:3][C:4]2[C:9]([C:10]=1[CH:11]=[O:12])=[CH:8][CH:7]=[CH:6][CH:5]=2.[CH2:13]([O:15][C:16]1[CH:21]=[CH:20][C:19](B(O)O)=[CH:18][CH:17]=1)[CH3:14]>>[Cl:1][C:2]1[N:3]([C:19]2[CH:20]=[CH:21][C:16]([O:15][CH2:13][CH3:14])=[CH:17][CH:18]=2)[C:4]2[C:9]([C:10]=1[CH:11]=[O:12])=[CH:8][CH:7]=[CH:6][CH:5]=2. Procedure details: 2-Chloro-1H-indole-3-carboxaldehyde is reacted with 4-ethoxyphenylboronic acid as described in Step 1 of Example 29 to afford 2-chloro-1-(4-ethoxyphenyl)-1H-indole-3-carboxaldehyde (37% yield) as a off white solid. ESI/MS 300 (M+H); RT 3.56 min. Starting materials: COC(=O)C1=C(C)NC(C=O)=C(C(=O)OC)C1c1ccccc1[N+](=O)[O-], CC(=O)[O-], CC(=O)O, Cl, NO, [Na+]. The product is COC(=O)C1=C(C)NC(C=NO)=C(C(=O)OC)C1c1ccccc1[N+](=O)[O-]. Reaction SMILES: [CH3:1][C:2]1=[C:7]([C:8](=[O:9])[O:10][CH3:11])[CH:6]([c:12]2[c:13]([N+:18](=[O:19])[O-:20])[cH:14][cH:15][cH:16][cH:17]2)[C:5]([C:21](=[O:22])[O:23][CH3:24])=[C:4]([CH:25]=[O:26])[NH:3]1.[CH3:31][C:32](=[O:33])[O-:34].[CH3:35][C:36](=[O:37])[OH:38].[ClH:27].[NH2:28][OH:29].[Na+:30]>>[CH3:1][C:2]1=[C:7]([C:8](=[O:9])[O:10][CH3:11])[CH:6]([c:12]2[c:13]([N+:18](=[O:19])[O-:20])[cH:14][cH:15][cH:16][cH:17]2)[C:5]([C:21](=[O:22])[O:23][CH3:24])=[C:4]([CH:25]=[N:28][OH:29])[NH:3]1. The product is FC1=CC=C2C(C=CN(C2=C1)C)=O (7-fluoro-1-methyl-4-quinolone). Reported procedure: Iodomethane (11.6 ml) was added to a stirred suspension of 7-fluoro-4-hydroxyquinoline (25 g) and anhydrous potassium carbonate (21.7 g) in dimethylformamide (120 ml) and stirring was continued for 15 hours at room temperature. Further quantities of iodomethane (5.8 ml) and anhydrous potassium carbonate (10.85 g) were added and the mixture stirred for a further 2.5 hours at 40°. The mixture was then cooled to room temperature and poured into water (750 ml). The solid product was collected and cr... Run at time 15 hour. Reactants: O (water), IC (iodomethane), C([O-])([O-])=O.[K+].[K+] (potassium carbonate), IC (Iodomethane), FC1=CC=C2C(=CC=NC2=C1)O (7-fluoro-4-hydroxyquinoline), C([O-])([O-])=O.[K+].[K+] (potassium carbonate). As a reaction SMILES: IC.[F:3][C:4]1[CH:13]=[C:12]2[C:7]([C:8]([OH:14])=[CH:9][CH:10]=[N:11]2)=[CH:6][CH:5]=1.[C:15](=O)([O-])[O-].[K+].[K+].O>CN(C)C=O>[F:3][C:4]1[CH:13]=[C:12]2[C:7]([C:8](=[O:14])[CH:9]=[CH:10][N:11]2[CH3:15])=[CH:6][CH:5]=1 |f:2.3.4|. Solvent: CN(C=O)C (dimethylformamide). Starting materials: ClS(=O)(=O)C1=C(SC=C1)C(=O)Cl (3-chlorosulfonylthiophene-2-carboxylic acid chloride), CO (methanol), Cl (hydrogen chloride). The solvent is C(Cl)(Cl)Cl (chloroform). Product: COC(=O)C=1SC=CC1S(=O)(=O)Cl (3-chlorosulfonylthiophene-2-carboxylic acid methyl ester). As a reaction SMILES: [Cl:1][S:2]([C:5]1[CH:9]=[CH:8][S:7][C:6]=1[C:10](Cl)=[O:11])(=[O:4])=[O:3].[CH3:13][OH:14].Cl>C(Cl)(Cl)Cl>[CH3:13][O:14][C:10]([C:6]1[S:7][CH:8]=[CH:9][C:5]=1[S:2]([Cl:1])(=[O:4])=[O:3])=[O:11]. Procedure details: 48 G. (0.196 mol) of the obtained 3-chlorosulfonylthiophene-2-carboxylic acid chloride are dissolved in 500 ml. of absolute chloroform, 9.6 g. (0.3 mol) of absolute methanol are added and the mixture is heated to reflux for 3 hours [until no more hydrogen chloride evolution]. The mixture is evaporated to dryness in vacuo and the residue allowed to crystallize. There is obtained pure 3-chlorosulfonylthiophene-2-carboxylic acid methyl ester.